This data is from the Open Reaction Database (ORD), a public repository of structured organic reaction records. The task is: describe an organic reaction: reactants, conditions, products, and yield Starting materials: CN1C[C@@H](OCC1)CO ((R)-(4-Methyl-morpholin-2-yl)-methanol), CN1C[C@@H](OCC1)CO ((R)-(4-Methyl-morpholin-2-yl)-methanol), [H-].[Na+] (NaH), [N+](=O)([O-])C1=CC=C(C=C1)OC(=O)N1CCN(CC1)C1=C(C=C(C=C1)F)F (4-(2,4-Difluorophenyl)-piperazine-1-carboxylic acid 4-nitrophenyl ester), [N+](=O)([O-])C1=CC=C(C=C1)OC(=O)N1CCN(CC1)C1=C(C=C(C=C1)F)F (4-(2,4-Difluorophenyl)-piperazine-1-carboxylic acid 4-nitrophenyl ester). Solvent: C1CCOC1 (THF). Conditions: time 30 minute. Yields the product FC1=C(C=CC(=C1)F)N1CCN(CC1)C(=O)OC[C@H]1CN(CCO1)C ([(2R)-4-methylmorpholin-2-yl]methyl 4-(2,4-difluorophenyl)-piperazine-1-carboxylate). The yield is 32.2%. Reaction SMILES: [CH3:1][N:2]1[CH2:7][CH2:6][O:5][C@@H:4]([CH2:8][OH:9])[CH2:3]1.[H-].[Na+].[N+](C1C=CC([O:21][C:22]([N:24]2[CH2:29][CH2:28][N:27]([C:30]3[CH:35]=[CH:34][C:33]([F:36])=[CH:32][C:31]=3[F:37])[CH2:26][CH2:25]2)=O)=CC=1)([O-])=O>C1COCC1>[F:37][C:31]1[CH:32]=[C:33]([F:36])[CH:34]=[CH:35][C:30]=1[N:27]1[CH2:28][CH2:29][N:24]([C:22]([O:9][CH2:8][C@@H:4]2[O:5][CH2:6][CH2:7][N:2]([CH3:1])[CH2:3]2)=[O:21])[CH2:25][CH2:26]1 |f:1.2|. Reported procedure: (R)-(4-Methylmorpholin-2-yl)-methanol (Intermediate 11; 100 mg, 0.76 mmol) was added to a suspension of NaH (60% dispersion in oil; 90.0 mg, 2.28 mmol) in anhydrous THF (7 mL) and stirred under nitrogen for 30 min. 4-(2,4-Difluorophenyl)-piperazine-1-carboxylic acid 4-nitrophenyl ester (Intermediate 12; 330 mg, 0.91 mmol) was added and the reaction mixture was stirred at room temperature for 48 h. The reaction mixture was filtered through celite and the solid washed with THF (10 mL). The filtrat... Starting materials: C(C)OC=1C=C(C=C(C1)OC1=NC=C(C=C1)C(F)(F)F)CO ((3-Ethoxy-5-(5-(trifluoromethyl)pyridin-2-yloxy)phenyl)methanol), S(=O)(Cl)Cl (thionyl chloride). Solvent: ClCCl (dichloromethane). Conditions: time 3 hour. Yields the product ClCC=1C=C(OC2=NC=C(C=C2)C(F)(F)F)C=C(C1)OCC (2-(3-(Chloromethyl)-5-ethoxyphenoxy)-5-(trifluoromethyl)pyridine). RXN SMILES: [CH2:1]([O:3][C:4]1[CH:5]=[C:6]([CH2:21]O)[CH:7]=[C:8]([O:10][C:11]2[CH:16]=[CH:15][C:14]([C:17]([F:20])([F:19])[F:18])=[CH:13][N:12]=2)[CH:9]=1)[CH3:2].S(Cl)([Cl:25])=O>ClCCl>[Cl:25][CH2:21][C:6]1[CH:7]=[C:8]([CH:9]=[C:4]([O:3][CH2:1][CH3:2])[CH:5]=1)[O:10][C:11]1[CH:16]=[CH:15][C:14]([C:17]([F:20])([F:19])[F:18])=[CH:13][N:12]=1. Reported procedure: (3-Ethoxy-5-(5-(trifluoromethyl)pyridin-2-yloxy)phenyl)methanol from Step 2 (350 mg, 1.12 mmol), in dichloromethane (3 mL), was cooled to 0° C., and treated dropwise with thionyl chloride (0.122 mL, 1.68 mmol). The reaction mixture was allowed to warm to ambient temperature and was stirred for 3 h. The mixture was evaporated in vacuo to afford the desired product as an oil. The reactants are CC(=O)O, Nc1ccc(F)c(N2C(=O)C3=C(CCCC3)C2=O)c1, O=N[O-], NC(N)=O, [Na+], O=[N+]([O-])[O-], O, O=S(=O)(O)O. Yields the product O=C1C2=C(CCCC2)C(=O)N1c1cc(O)ccc1F. As a reaction SMILES: [CH3:38][C:39](=[O:40])[OH:41].[F:1][c:2]1[c:3]([N:9]2[C:10](=[O:19])[C:11]3=[C:12]([C:13]2=[O:14])[CH2:15][CH2:16][CH2:17][CH2:18]3)[cH:4][c:5]([NH2:8])[cH:6][cH:7]1.[N:25]([O-:26])=[O:27].[NH2:29][C:30](=[O:31])[NH2:32].[Na+:28].[O-:33][N+:34](=[O:35])[O-:36].[OH2:37].[S:20]([OH:21])(=[O:22])(=[O:23])[OH:24]>>[F:1][c:2]1[c:3]([N:9]2[C:10](=[O:19])[C:11]3=[C:12]([C:13]2=[O:14])[CH2:15][CH2:16][CH2:17][CH2:18]3)[cH:4][c:5]([OH:21])[cH:6][cH:7]1. Reactants: CCc1c(C(=O)OC)noc1-c1ccccc1, CC(=O)O, CO, [Na+], [OH-]. The product is CCc1c(C(=O)O)noc1-c1ccccc1. Reaction SMILES: [CH2:1]([CH3:2])[c:3]1[c:4]([C:14](=[O:15])[O:16][CH3:17])[n:5][o:6][c:7]1-[c:8]1[cH:9][cH:10][cH:11][cH:12][cH:13]1.[CH3:20][C:21](=[O:22])[OH:23].[CH3:24][OH:25].[Na+:19].[OH-:18]>>[CH2:1]([CH3:2])[c:3]1[c:4]([C:14](=[O:15])[OH:16])[n:5][o:6][c:7]1-[c:8]1[cH:9][cH:10][cH:11][cH:12][cH:13]1. The reactants are COC1=CC=C(CN2N=CC3=C2N=CC=2CN(CCC32)C(=O)OC(C)(C)C)C=C1 (tert-butyl 3-(4-methoxybenzyl)-8,9-dihydro-3H-pyrazolo[3,4-c][2,7]naphthyridine-7(6H)-carboxylate), FC(C(=O)O)(F)F (trifluoroacetic acid). Solvent: ClCCl (dichloromethane). Reaction conditions: time 5 hour. Product: COC1=CC=C(CN2N=CC3=C2N=CC=2CNCCC32)C=C1 (3-(4-methoxy-benzyl)-6,7,8,9-tetrahydro-3H-pyrazolo[3,4-c][2,7]naphthyridine). Isolated yield 81.1%. Reaction SMILES: [CH3:1][O:2][C:3]1[CH:29]=[CH:28][C:6]([CH2:7][N:8]2[C:12]3[N:13]=[CH:14][C:15]4[CH2:16][N:17](C(OC(C)(C)C)=O)[CH2:18][CH2:19][C:20]=4[C:11]=3[CH:10]=[N:9]2)=[CH:5][CH:4]=1.FC(F)(F)C(O)=O>ClCCl>[CH3:1][O:2][C:3]1[CH:4]=[CH:5][C:6]([CH2:7][N:8]2[C:12]3[N:13]=[CH:14][C:15]4[CH2:16][NH:17][CH2:18][CH2:19][C:20]=4[C:11]=3[CH:10]=[N:9]2)=[CH:28][CH:29]=1. Procedure: To a solution of tert-butyl 3-(4-methoxybenzyl)-8,9-dihydro-3H-pyrazolo[3,4-c][2,7]naphthyridine-7(6H)-carboxylate (3.5 g, 8.8 mmol) in dichloromethane (35 mL) at room temperature was added trifluoroacetic acid (5.04 g, 44.4 mmol) in a drop wise manner. The reaction mixture was stirred at room temperature for 5 hours. Once the reaction was complete the solvent was removed under reduced pressure and the resulting residue was triturated with diethyl ether to give a solid. The solid was filtered, w... Starting materials: FC=1C=C(C(=O)N(C2=C(C=CC(=C2)OC)C2CC=3C=CC(=CC3CC2)OC(C(C)(C)C)=O)C(C)C)C=CC1O (pivalic acid 6-{2-[(3-fluoro-4-hydroxybenzoyl)isopropylamino]-4-methoxyphenyl}-5,6,7,8-tetrahydronaphthalen-2-yl ester), N1(CCCCCC1)C(CCl)=O (1-azepan-1-yl-2-chloroethanone). The product is N1(CCCCCC1)CCOC1=C(C=C(CN(C2=C(C=CC(=C2)OC)C2CC=3C=CC(=CC3CC2)O)C(C)C)C=C1)F (6-{2-{[4-(2-Azepan-1-ylethoxy)-3-fluorobenzyl]isopropylamino}-4-methoxyphenyl}-5,6,7,8-tetrahydronaphthalen-2-ol). Isolated yield 16.0%. As a reaction SMILES: [F:1][C:2]1[CH:3]=[C:4]([CH:36]=[CH:37][C:38]=1[OH:39])[C:5]([N:7]([CH:33]([CH3:35])[CH3:34])[C:8]1[CH:13]=[C:12]([O:14][CH3:15])[CH:11]=[CH:10][C:9]=1[CH:16]1[CH2:25][CH2:24][C:23]2[CH:22]=[C:21]([O:26]C(=O)C(C)(C)C)[CH:20]=[CH:19][C:18]=2[CH2:17]1)=O.[N:40]1([C:47](=O)[CH2:48]Cl)[CH2:46][CH2:45][CH2:44][CH2:43][CH2:42][CH2:41]1>>[N:40]1([CH2:47][CH2:48][O:39][C:38]2[CH:37]=[CH:36][C:4]([CH2:5][N:7]([CH:33]([CH3:35])[CH3:34])[C:8]3[CH:13]=[C:12]([O:14][CH3:15])[CH:11]=[CH:10][C:9]=3[CH:16]3[CH2:17][CH2:18][C:23]4[CH:22]=[C:21]([OH:26])[CH:20]=[CH:19][C:24]=4[CH2:25]3)=[CH:3][C:2]=2[F:1])[CH2:46][CH2:45][CH2:44][CH2:43][CH2:42][CH2:41]1. Reported procedure: Synthesized from pivalic acid 6-{2-[(3-fluoro-4-hydroxybenzoyl)isopropylamino]-4-methoxyphenyl}-5,6,7,8-tetrahydronaphthalen-2-yl ester (25 mg) and 1-azepan-1-yl-2-chloroethanone (17 mg) according to an analogous synthetic method to Example 404 and purified by LC-MS, the title compound (4.2 mg) was obtained. Reactants: COCCN(C)c1ccc(N)cn1, CCCc1oc(-c2ccccc2Cl)nc1C(=O)O. The product is CCCc1oc(-c2ccccc2Cl)nc1C(=O)Nc1ccc(N(C)CCOC)nc1. Reaction SMILES: [CH3:19][O:20][CH2:21][CH2:22][N:23]([c:24]1[n:25][cH:26][c:27]([NH2:30])[cH:28][cH:29]1)[CH3:31].[Cl:1][c:2]1[c:3](-[c:8]2[o:9][c:10]([CH2:16][CH2:17][CH3:18])[c:11]([C:13](=[O:14])[OH:15])[n:12]2)[cH:4][cH:5][cH:6][cH:7]1>>[Cl:1][c:2]1[c:3](-[c:8]2[o:9][c:10]([CH2:16][CH2:17][CH3:18])[c:11]([C:13](=[O:15])[NH:30][c:27]3[cH:26][n:25][c:24]([N:23]([CH2:22][CH2:21][O:20][CH3:19])[CH3:31])[cH:29][cH:28]3)[n:12]2)[cH:4][cH:5][cH:6][cH:7]1.